From a dataset of the Open Reaction Database (ORD), a public repository of structured organic reaction records. describe an organic reaction: reactants, conditions, products, and yield The reactants are [Mg] (magnesium), CN(C)C(C1C(CCCC1)=O)C1=CC=CC=C1 (2-(dimethylaminophenylmethyl) cyclohexanone), COC1=CC=C(CCl)C=C1 (4-methoxybenzyl chloride), Grignard reagent, [Cl-].[NH4+] (ammonium chloride). Solvent: O1CCCC1 (tetrahydrofuran), O1CCCC1 (tetrahydrofuran), O1CCCC1 (tetrahydrofuran). Conditions: temperature 65 celsius, time 1.5 hour. The product is crude base, Cl.CN(C)C(C1C(CCCC1)(O)CC1=CC=C(C=C1)OC)C1=CC=CC=C1 (2-(di-methylaminophenylmethyl)-1-(4-methoxybenzyl)cyclohexanol, hydrochloride). Yield: 56.6%. RXN SMILES: [Mg].[CH3:2][O:3][C:4]1[CH:11]=[CH:10][C:7]([CH2:8][Cl:9])=[CH:6][CH:5]=1.[CH3:12][N:13]([CH:15]([C:23]1[CH:28]=[CH:27][CH:26]=[CH:25][CH:24]=1)[CH:16]1[CH2:21][CH2:20][CH2:19][CH2:18][C:17]1=[O:22])[CH3:14].[Cl-].[NH4+]>O1CCCC1>[ClH:9].[CH3:14][N:13]([CH:15]([C:23]1[CH:24]=[CH:25][CH:26]=[CH:27][CH:28]=1)[CH:16]1[CH2:21][CH2:20][CH2:19][CH2:18][C:17]1([CH2:8][C:7]1[CH:10]=[CH:11][C:4]([O:3][CH3:2])=[CH:5][CH:6]=1)[OH:22])[CH3:12] |f:3.4,6.7|. Procedure: 0.38 g (15.6 mmole) of magnesium turnings was stirred in 15 ml of tetrahydrofuran of analysis purity. 2.44 g (15.6 mmole) of 4-methoxybenzyl chloride dissolved in 15 ml of tetrahydrofuran were added dropwise so that the reaction mixture boiled gently. After completion of the addition the reaction mixture was stirred for a further 1.5 hours at 65° C. 3.0 g (13.0 mmole) of the 2-(dimethylaminophenylmethyl) cyclohexanone prepared according to Example 1 were dissolved in 15 ml of tetrahydrofuran, ad... The reactants are FC1(OC2=C(O1)C=CC(=C2)C=O)F (2,2-difluoro-1,3-benzodioxole-5-carbaldehyde), CC1(OC(=O)CC(=O)O1)C (Meldrum's acid), N1C(C(=O)O)CCC1 (D,L-proline), CSCC=1C=CC=C2C=CNC12 (7-[(Methylsulfanyl)methyl]-1H-indole). The solvent is C(C)#N (acetonitrile). Reaction conditions: time 8 hour. The product is FC1(OC2=C(O1)C=CC(=C2)C(C2C(OC(OC2=O)(C)C)=O)C2=CNC1=C(C=CC=C21)CSC)F (5-[(2,2-Difluoro-1,3-benzodioxol-5-yl){7-[(methylsulfanyl)methyl]-1H-indol-3-yl}methyl]-2,2-dimethyl-1,3-dioxane-4,6-dione). As a reaction SMILES: [F:1][C:2]1([F:13])[O:6][C:5]2[CH:7]=[CH:8][C:9]([CH:11]=O)=[CH:10][C:4]=2[O:3]1.[CH3:14][C:15]1([CH3:23])[O:22][C:20](=[O:21])[CH2:19][C:17](=[O:18])[O:16]1.N1CCCC1C(O)=O.[CH3:32][S:33][CH2:34][C:35]1[CH:36]=[CH:37][CH:38]=[C:39]2[C:43]=1[NH:42][CH:41]=[CH:40]2>C(#N)C>[F:1][C:2]1([F:13])[O:6][C:5]2[CH:7]=[CH:8][C:9]([CH:11]([C:40]3[C:39]4[C:43](=[C:35]([CH2:34][S:33][CH3:32])[CH:36]=[CH:37][CH:38]=4)[NH:42][CH:41]=3)[CH:19]3[C:20](=[O:21])[O:22][C:15]([CH3:23])([CH3:14])[O:16][C:17]3=[O:18])=[CH:10][C:4]=2[O:3]1. Procedure: 1.57 g (8.46 mmol) of 2,2-difluoro-1,3-benzodioxole-5-carbaldehyde, 1.22 g (8.46 mmol) of Meldrum's acid and 0.05 g (0.42 mmol) of D,L-proline were added to a solution of 1.50 g (8.46 mmol) of the compound from Example 8A in 12 ml of acetonitrile. The reaction mixture was stirred at RT overnight. The precipitated solid was filtered off with suction, washed with acetonitrile and dried under high vacuum. 2.67 g (91% of theory) of the title compound were obtained. The reactants are C=1C2=C(NC(C1C(=O)O)=O)OCC1=C2C=CC=C1 (4,6-dihydro-3H[2]benzopyrano[3,4-b]pyridin-3-one-2-carboxylic acid), CO (methanol), S(=O)(Cl)Cl (thionyl chloride). Product: C=1C2=C(NC(C1C(=O)OC)=O)OCC1=C2C=CC=C1 (Methyl 4,6-Dihydro-3H[2]benzopyrano[3,4-b]pyridin-3-one-2-carboxylate). Reaction SMILES: [CH:1]1[C:2]2[C:14]3[CH:15]=[CH:16][CH:17]=[CH:18][C:13]=3[CH2:12][O:11][C:3]=2[NH:4][C:5](=[O:10])[C:6]=1[C:7]([OH:9])=[O:8].S(Cl)(Cl)=O.[CH3:23]O>>[CH:1]1[C:2]2[C:14]3[CH:15]=[CH:16][CH:17]=[CH:18][C:13]=3[CH2:12][O:11][C:3]=2[NH:4][C:5](=[O:10])[C:6]=1[C:7]([O:9][CH3:23])=[O:8]. Procedure: Add 6.0 gm of 4,6-dihydro-3H[2]benzopyrano[3,4-b]pyridin-3-one-2-carboxylic acid to 100 ml of methanol. Dropwise, at 0° C., add 10 ml of thionyl chloride to the system. Heat the system at reflux for 6 hours. Remove the solvent by stripping. Isolate the title compound. Starting materials: ClC=1C=C2C(C(=O)NC2=O)=CC1S(N)(=O)=O (4-chloro-5-sulfamoylphthalimide), NC1CCN(CC1)CC1=CC(=CC=C1)C(F)(F)F (4-amino-1-(3-trifluoromethylbenzyl)piperidine). Product: C(CCCC)O (n-pentanol), O=C1NC(C2=CC=CC=C12)=O (1,3-dioxoisoindole). RXN SMILES: Cl[C:2]1[CH:3]=[C:4]2[C:9](=[O:10])[NH:8][C:6](=[O:7])[C:5]2=[CH:11][C:12]=1S(=O)(=O)N.NC1CCN(CC2C=CC=C(C(F)(F)F)C=2)CC1>>[CH2:6]([OH:7])[CH2:5][CH2:4][CH2:3][CH3:2].[O:7]=[C:6]1[C:5]2[C:4](=[CH:3][CH:2]=[CH:12][CH:11]=2)[C:9](=[O:10])[NH:8]1. Procedure: Reaction of 4-chloro-5-sulfamoylphthalimide (10.1 g., 0.0386 mole) and 4-amino-1-(3-trifluoromethylbenzyl)piperidine (10.0 g., 0.0386 mole) in 200 ml. of n-pentanol according to the procedure of Example 1(a) afforded the crude 1,3-dioxoisoindole product purified by chromatography to yield 8.1 g. (42% yield) of 6-chloro-2,3-dihydro-1,3-dioxo-2-[1-[[3-(trifluoromethyl)phenyl]methyl]-4-piperidinyl]-1H-isoindole-5-sulfonamide. The NMR spectral data was consistent for the compound used without furthe... Starting materials: Cc1ccc(-c2nc(CO)c(C)o2)cc1, CS(C)=O, ClC(Cl)Cl, ClCCl, ClCCl, O=C(Cl)C(=O)Cl. Product: Cc1ccc(-c2nc(C=O)c(C)o2)cc1. RXN SMILES: [CH3:11][c:12]1[c:13]([CH2:24][OH:25])[n:14][c:15](-[c:17]2[cH:18][cH:19][c:20]([CH3:23])[cH:21][cH:22]2)[o:16]1.[CH3:1][S:2]([CH3:3])=[O:4].[CH:29]([Cl:30])([Cl:31])[Cl:32].[Cl:26][CH2:27][Cl:28].[Cl:33][CH2:34][Cl:35].[Cl:5][C:6]([C:7]([Cl:8])=[O:9])=[O:10]>>[CH3:11][c:12]1[c:13]([CH:24]=[O:25])[n:14][c:15](-[c:17]2[cH:18][cH:19][c:20]([CH3:23])[cH:21][cH:22]2)[o:16]1. The reactants are O=C1CC(=O)C1, CCOC(C)=O, CN(C)C1CCCCC1. The product is O=C1C=C(O)C1, C[NH+](C)C1CCCCC1. RXN SMILES: [C:10]1(=[O:15])[CH2:11][C:12](=[O:14])[CH2:13]1.[CH3:16][CH2:17][O:18][C:19](=[O:20])[CH3:21].[CH3:1][N:2]([CH3:3])[CH:4]1[CH2:5][CH2:6][CH2:7][CH2:8][CH2:9]1>>[C:10]1([OH:15])=[CH:11][C:12](=[O:14])[CH2:13]1.[CH3:1][NH+:2]([CH3:3])[CH:4]1[CH2:5][CH2:6][CH2:7][CH2:8][CH2:9]1. Starting materials: C(C)(C)(C)O (tertiary butanol), C(C)(C)(C)OO (tertiary butyl hydroperoxide), S(O)(O)(=O)=O (sulphuric acid). Run in O (water). Product: C(C)(C)(C)OOC(C)(C)C (di-tertiary butyl peroxide). As a reaction SMILES: [C:1]([OH:5])([CH3:4])([CH3:3])[CH3:2].[C:6]([O:10]O)([CH3:9])([CH3:8])[CH3:7].S(=O)(=O)(O)O>O>[C:1]([O:5][O:10][C:6]([CH3:9])([CH3:8])[CH3:7])([CH3:4])([CH3:3])[CH3:2]. Reported procedure: In Unit 3, the dehydration stage, the mixture of tertiary butanol and tertiary butyl hydroperoxide is dehydrated with concentrated sulphuric acid to form di-tertiary butyl peroxide and water. The products of Unit 3, di-tertiary butyl peroxide and water, present as an aqueous solution of sulphuric acid, are immiscible and can conventiently be separated by decantation, the di-tertiary butyl peroxide layer being fed to Unit 4 for carbonylation and the aqueous layer containing sulphuric acid being f...